From a dataset of the Open Reaction Database (ORD), a public repository of structured organic reaction records. describe an organic reaction: reactants, conditions, products, and yield Reactants: CNc1ccc(C(=O)O)cc1S(=O)(=O)N1CCOCC1, ClCCl, O=S(Cl)Cl. Yields the product CNc1ccc(C(=O)Cl)cc1S(=O)(=O)N1CCOCC1. Reaction SMILES: [CH3:1][NH:2][c:3]1[c:4]([S:12](=[O:13])(=[O:14])[N:15]2[CH2:16][CH2:17][O:18][CH2:19][CH2:20]2)[cH:5][c:6]([C:7](=[O:8])[OH:9])[cH:10][cH:11]1.[Cl:25][CH2:26][Cl:27].[S:21]([Cl:22])([Cl:23])=[O:24]>>[CH3:1][NH:2][c:3]1[c:4]([S:12](=[O:13])(=[O:14])[N:15]2[CH2:16][CH2:17][O:18][CH2:19][CH2:20]2)[cH:5][c:6]([C:7](=[O:8])[Cl:23])[cH:10][cH:11]1. Starting materials: ClCCN1C(NC2=C1C=CC=C2)=O (1-(2-chloroethyl)-2,3-dihydro-1H-benzimidazol-2-one), C1(=CC=CC=C1)C(N1CCNCC1)C1=CC=CC=C1 (1-(diphenylmethyl)piperazine), C([O-])([O-])=O.[Na+].[Na+] (sodium carbonate), CC(CC(C)=O)C (4-methyl-2-pentanone). Solvent: O (water), O (water). Product: C1(=CC=CC=C1)C(N1CCN(CC1)CCN1C(NC2=C1C=CC=C2)=O)C2=CC=CC=C2 (1-{2-[4-(diphenylmethyl)-1-piperazinyl]ethyl}-1,3-dihydro-2H-benzimidazol-2-one). As a reaction SMILES: Cl[CH2:2][CH2:3][N:4]1[C:8]2[CH:9]=[CH:10][CH:11]=[CH:12][C:7]=2[NH:6][C:5]1=[O:13].[C:14]1([CH:20]([C:27]2[CH:32]=[CH:31][CH:30]=[CH:29][CH:28]=2)[N:21]2[CH2:26][CH2:25][NH:24][CH2:23][CH2:22]2)[CH:19]=[CH:18][CH:17]=[CH:16][CH:15]=1.C(=O)([O-])[O-].[Na+].[Na+].CC(C)CC(=O)C>O>[C:27]1([CH:20]([C:14]2[CH:19]=[CH:18][CH:17]=[CH:16][CH:15]=2)[N:21]2[CH2:22][CH2:23][N:24]([CH2:2][CH2:3][N:4]3[C:8]4[CH:9]=[CH:10][CH:11]=[CH:12][C:7]=4[NH:6][C:5]3=[O:13])[CH2:25][CH2:26]2)[CH:28]=[CH:29][CH:30]=[CH:31][CH:32]=1 |f:2.3.4|. Procedure details: A mixture of 4.5 parts of 1-(2-chloroethyl)-2,3-dihydro-1H-benzimidazol-2-one, 5 parts of 1-(diphenylmethyl)piperazine, 6.4 parts of sodium carbonate and 200 parts of 4-methyl-2-pentanone is stirred and refluxed overnight with water-separator. The reaction mixture is cooled and water is added. The precipitated product is filtered off and crystallized from a mixture of N,N-dimethylformamide and water, yielding 1-{2-[4-(diphenylmethyl)-1-piperazinyl]ethyl}-1,3-dihydro-2H-benzimidazol-2-one; mp. 21... Reactants: Cc1ccccc1, Nc1c2c(nc3ccccc13)CCCC2O, [Na+], [OH-], O, NCCc1ccccc1, Cc1ccc(S(=O)(=O)O)cc1. Yields the product Nc1c2c(nc3ccccc13)CCCC2NCCc1ccccc1. Reaction SMILES: [CH3:39][c:40]1[cH:41][cH:42][cH:43][cH:44][cH:45]1.[NH2:1][c:2]1[c:3]2[cH:4][cH:5][cH:6][cH:7][c:8]2[n:9][c:10]2[c:15]1[CH:14]([OH:16])[CH2:13][CH2:12][CH2:11]2.[Na+:38].[OH-:37].[OH2:46].[c:17]1([CH2:23][CH2:24][NH2:25])[cH:18][cH:19][cH:20][cH:21][cH:22]1.[c:26]1([CH3:27])[cH:28][cH:29][c:30]([S:31]([OH:32])(=[O:33])=[O:34])[cH:35][cH:36]1>>[NH2:1][c:2]1[c:3]2[cH:4][cH:5][cH:6][cH:7][c:8]2[n:9][c:10]2[c:15]1[CH:14]([NH:25][CH2:24][CH2:23][c:17]1[cH:18][cH:19][cH:20][cH:21][cH:22]1)[CH2:13][CH2:12][CH2:11]2. The reactants are C(C1=CC=C(C=C1)OC)(=O)Cl (p-anisoyl chloride), Cl (hydrochloride), C[O-].[Na+] (sodium methoxide), Cl (hydrochloride), C(C1=CC=C(C=C1)OC)(=O)Cl (p-anisoyl chloride), Cl.OC=1C=C(C(CNC(C)(C)C)O)C=CC1OC(C1=CC=C(C=C1)OC)=O (3-hydroxy-4-(p-anisoyloxy)-alpha-(tert-butylaminomethyl)-benzyl alcohol hydrochloride), Cl (hydrochloride), Cl.C(C)(C)(C)NCC(=O)C1=CC(=C(C=C1)O)O (3,4-dihydroxyphenyl tert-butylaminomethyl ketone hydrochloride), C(CCC)NCC(=O)CNCCCC (butylaminomethyl ketone). Solvent: CN(C=O)C (N,N-dimethylformamide). Procedure: Using a procedure similar to that described above in Example 58A, 26 g. of 3,4-dihydroxyphenyl tert-butylaminomethyl ketone hydrochloride was reacted with 16 g. of sodium methoxide in N,N-dimethylformamide under an atmosphere of nitrogen and then 17 g. of p-anisoyl chloride was added to produce 35 g. of 3-hydroxy-4-(p-anisoyloxy)phenyl test-butylaminomethyl ketone, m.p. 170°-175° C. (dec.)(uncorr.), which was converted to 28 g. of the hydrochloride, m.p. 235° C. (dec.)(uncorr.). This hydrochlori... RXN SMILES: [ClH:1].C(N[CH2:7][C:8](C1C=CC(O)=C(O)C=1)=[O:9])(C)(C)C.C[O-].[Na+].[C:21]([Cl:31])(=[O:30])[C:22]1[CH:27]=[CH:26][C:25]([O:28][CH3:29])=[CH:24][CH:23]=1.C(NCC(CNCCCC)=O)CCC.Cl.Cl.[OH:48][C:49]1[CH:50]=[C:51]([CH:60]=[CH:61][C:62]=1[O:63][C:64](=[O:73])[C:65]1[CH:70]=[CH:69][C:68]([O:71][CH3:72])=[CH:67][CH:66]=1)[CH:52]([OH:59])[CH2:53][NH:54][C:55]([CH3:58])([CH3:57])[CH3:56]>CN(C)C=O>[C:21]([Cl:31])(=[O:30])[CH3:22].[ClH:1].[C:21]([O:59][CH:52]([CH2:53][NH:54][C:55]([CH3:58])([CH3:57])[CH3:56])[C:51]1[CH:60]=[CH:61][C:62]([O:63][C:64](=[O:73])[C:65]2[CH:66]=[CH:67][C:68]([O:71][CH3:72])=[CH:69][CH:70]=2)=[C:49]([OH:48])[CH:50]=1)(=[O:30])[C:22]1[CH:27]=[CH:26][C:25]([O:28][CH3:29])=[CH:24][CH:23]=1.[ClH:31].[C:8]([O:59][CH:52]([CH2:53][NH:54][C:55]([CH3:58])([CH3:57])[CH3:56])[C:51]1[CH:60]=[CH:61][C:62]([O:63][C:64](=[O:73])[C:65]2[CH:66]=[CH:67][C:68]([O:71][CH3:72])=[CH:69][CH:70]=2)=[C:49]([OH:48])[CH:50]=1)(=[O:9])[CH3:7] |f:0.1,2.3,7.8,11.12,13.14|. The product is C(C)(=O)Cl (acetyl chloride), Cl.C(C1=CC=C(C=C1)OC)(=O)OC(C1=CC(=C(C=C1)OC(C1=CC=C(C=C1)OC)=O)O)CNC(C)(C)C (3-hydroxy-4-(p-anisoyloxy)-alpha-(tert-butylaminomethyl)benzyl p-anisate hydrochloride), Cl.C(C)(=O)OC(C1=CC(=C(C=C1)OC(C1=CC=C(C=C1)OC)=O)O)CNC(C)(C)C (3-hydroxy-4-(p-anisoyloxy)-alpha-(tert-butylaminomethyl)benzyl acetate hydrochloride). Reactants: COc1ccc(CCN2CCC(COS(=O)(=O)c3ccccc3)C2)cc1OC, Cc1cc2c(cc1C)C(=O)NCC2. Product: COc1ccc(CCN2CCC(CN3CCc4cc(C)c(C)cc4C3=O)C2)cc1OC. As a reaction SMILES: [CH3:14][O:15][c:16]1[cH:17][c:18]([CH2:24][CH2:25][N:26]2[CH2:27][CH:28]([CH2:31][O:32][S:33]([c:34]3[cH:35][cH:36][cH:37][cH:38][cH:39]3)(=[O:40])=[O:41])[CH2:29][CH2:30]2)[cH:19][cH:20][c:21]1[O:22][CH3:23].[CH3:1][c:2]1[cH:3][c:4]2[c:9]([cH:10][c:11]1[CH3:12])[C:8](=[O:13])[NH:7][CH2:6][CH2:5]2>>[CH3:1][c:2]1[cH:3][c:4]2[c:9]([cH:10][c:11]1[CH3:12])[C:8](=[O:13])[N:7]([CH2:31][CH:28]1[CH2:27][N:26]([CH2:25][CH2:24][c:18]3[cH:17][c:16]([O:15][CH3:14])[c:21]([O:22][CH3:23])[cH:20][cH:19]3)[CH2:30][CH2:29]1)[CH2:6][CH2:5]2. Reactants: I (hydriodic acid), C(=O)(Cl)Cl (phosgene), BrC1=C(C=CC(=C1)F)CBr (2-bromo-1-bromomethyl-4-fluorobenzene), CC1=C(C#N)C=CC(=C1)[N+](=O)[O-] (2-methyl-4-nitrobenzonitrile), NC1=CC(=C(C#N)C=C1)C (4-amino-2-methylbenzonitrile), compound 160.1, Cl.NC(C(=O)OC(C)(C)C)(C)C (tert-butyl 2-amino-2-methylpropionate hydrochloride), compound, compound, compound 63.4, NC1=CC(=C(C#N)C=C1)C (4-amino-2-methylbenzonitrile). Product: 160.2, BrC1=C(CN2C(N(C(C2(C)C)=O)C2=CC(=C(C#N)C=C2)C)=O)C=CC(=C1)F (4-[3-(2-bromo-4-fluorobenzyl)-4,4-dimethyl-2,5-dioxoimidazolidin-1-yl]-2-methylbenzonitrile). RXN SMILES: [CH3:1][C:2]1[CH:9]=[C:8]([N+:10]([O-])=O)[CH:7]=[CH:6][C:3]=1[C:4]#[N:5].I.NC1C=CC(C#N)=C(C)C=1.Cl.[NH2:25][C:26]([CH3:35])([CH3:34])[C:27]([O:29]C(C)(C)C)=O.[C:36](Cl)(Cl)=[O:37].[Br:40][C:41]1[CH:46]=[C:45]([F:47])[CH:44]=[CH:43][C:42]=1[CH2:48]Br>>[Br:40][C:41]1[CH:46]=[C:45]([F:47])[CH:44]=[CH:43][C:42]=1[CH2:48][N:25]1[C:26]([CH3:34])([CH3:35])[C:27](=[O:29])[N:10]([C:8]2[CH:7]=[CH:6][C:3]([C:4]#[N:5])=[C:2]([CH3:1])[CH:9]=2)[C:36]1=[O:37] |f:3.4|. Reported procedure: In the synthesis of the compound of example 160, the procedure was as in the preparation of the compound of example 158: 2-methyl-4-nitrobenzonitrile was reduced with hydriodic acid (analogously to the procedure for the synthesis of compound 63.4) to 4-amino-2-methylbenzonitrile (160.3; 1H NMR: 7.3, d, 1H, 6.48, s, 1H, 6.42, d, 1H, 6.02, s, 2H; 227, s, 3H). The aniline 160.3 was converted with standard methods using tert-butyl 2-amino-2-methylpropionate hydrochloride and phosgene (solution in to... Yields the product Cl.ClC1=CC=C(/C=C/S(=O)(=O)N2CCN(CC2)C(C2=CC=C(C=C2)C2=NC=CC=C2)=O)C=C1 (1-[(E)-4-Chlorostyrylsulfonyl]-4-[4-(pyridin-2-yl)benzoyl]piperazine hydrochloride). Starting materials: Cl.N1=C(C=CC=C1)C1=CC=C(C(=O)O)C=C1 (4-(2-pyridyl)benzoic acid hydrochloride), Cl.ClC1=CC=C(/C=C/S(=O)(=O)N2CCNCC2)C=C1 (1-[(E)-4-chlorostyrylsulfonyl]piperazine hydrochloride). Procedure details: In the same manner as in Example A-17, a reaction was conducted using 4-(2-pyridyl)benzoic acid hydrochloride and 1-[(E)-4-chlorostyrylsulfonyl]piperazine hydrochloride as starting materials, whereby the title compound was obtained. As a reaction SMILES: Cl.[N:2]1[CH:7]=[CH:6][CH:5]=[CH:4][C:3]=1[C:8]1[CH:16]=[CH:15][C:11]([C:12]([OH:14])=O)=[CH:10][CH:9]=1.Cl.[Cl:18][C:19]1[CH:35]=[CH:34][C:22](/[CH:23]=[CH:24]/[S:25]([N:28]2[CH2:33][CH2:32][NH:31][CH2:30][CH2:29]2)(=[O:27])=[O:26])=[CH:21][CH:20]=1>>[ClH:18].[Cl:18][C:19]1[CH:20]=[CH:21][C:22](/[CH:23]=[CH:24]/[S:25]([N:28]2[CH2:33][CH2:32][N:31]([C:12](=[O:14])[C:11]3[CH:10]=[CH:9][C:8]([C:3]4[CH:4]=[CH:5][CH:6]=[CH:7][N:2]=4)=[CH:16][CH:15]=3)[CH2:30][CH2:29]2)(=[O:26])=[O:27])=[CH:34][CH:35]=1 |f:0.1,2.3,4.5|.